Dataset: the Open Reaction Database (ORD), a public repository of structured organic reaction records. Task: describe an organic reaction: reactants, conditions, products, and yield Starting materials: CCCCOCc1ccc(CN)cc1, CC(=O)O, CCOC(C)=O, O=N[O-], [Na+], O. The product is CCCCOCc1ccc(CO)cc1. Reaction SMILES: [CH2:1]([CH2:2][CH2:3][CH3:4])[O:5][CH2:6][c:7]1[cH:8][cH:9][c:10]([CH2:11][NH2:12])[cH:13][cH:14]1.[CH3:15][C:16]([OH:17])=[O:18].[CH3:24][CH2:25][O:26][C:27](=[O:28])[CH3:29].[N:19]([O-:20])=[O:21].[Na+:22].[OH2:23]>>[CH2:1]([CH2:2][CH2:3][CH3:4])[O:5][CH2:6][c:7]1[cH:8][cH:9][c:10]([CH2:11][OH:17])[cH:13][cH:14]1. The reactants are NC[C@@H]1[C@H]2C[C@H]2CN1C(=O)C=1N=C(SC1C1=CC(=CC=C1)Cl)C (((1S,2S,5R)-2-Aminomethyl-3-aza-bicyclo[3.1.0]hex-3-yl)-[5-(3-chloro-phenyl)-2-methyl-thiazol-4-yl]-methanone), FC(C=1C=C(C(=O)O)C=CC1)(F)F (3-Trifluoromethyl-benzoic acid). Product: ClC=1C=C(C=CC1)C1=C(N=C(S1)C)C(=O)N1[C@@H]([C@H]2C[C@H]2C1)CNC(C1=CC(=CC=C1)C(F)(F)F)=O (N-{(1S,2S,5R)-3-[5-(3-Chloro-phenyl)-2-methyl-thiazole-4-carbonyl]-3-aza-bicyclo[3.1.0]hex-2-ylmethyl}-3-trifluoromethyl-benzamide). RXN SMILES: [NH2:1][CH2:2][C@H:3]1[N:8]([C:9]([C:11]2[N:12]=[C:13]([CH3:23])[S:14][C:15]=2[C:16]2[CH:21]=[CH:20][CH:19]=[C:18]([Cl:22])[CH:17]=2)=[O:10])[CH2:7][C@H:6]2[C@@H:4]1[CH2:5]2.[F:24][C:25]([F:36])([F:35])[C:26]1[CH:27]=[C:28]([CH:32]=[CH:33][CH:34]=1)[C:29](O)=[O:30]>>[Cl:22][C:18]1[CH:17]=[C:16]([C:15]2[S:14][C:13]([CH3:23])=[N:12][C:11]=2[C:9]([N:8]2[CH2:7][C@H:6]3[C@H:4]([CH2:5]3)[C@H:3]2[CH2:2][NH:1][C:29](=[O:30])[C:28]2[CH:32]=[CH:33][CH:34]=[C:26]([C:25]([F:24])([F:35])[F:36])[CH:27]=2)=[O:10])[CH:21]=[CH:20][CH:19]=1. Reported procedure: prepared by reaction of ((1S,2S,5R)-2-Aminomethyl-3-aza-bicyclo[3.1.0]hex-3-yl)-[5-(3-chloro-phenyl)-2-methyl-thiazol-4-yl]-methanone with 3-Trifluoromethyl-benzoic acid. LC-MS (basic): tR=0.98 min; [M+H]+=520.3. Run at temperature 22 celsius, time 20 hour. Isolated yield 12.7%. The product is Cc1ccc2nc(c3ccc(c(c3)OC)[Cl])c(NC3CCCCC3)n2c1. As a reaction SMILES: CC1=CC=C(N)N=C1.[C-]#[N+]C1CCCCC1.COC1=C(Cl)C=CC(C=O)=C1>>COC1=CC(=CC=C1Cl)C1=C(NC2CCCCC2)N2C=C(C)C=CC2=N1. The reagents and catalysts are O=C(O)C(F)(F)F (trifluoroacetic acid). The solvent is CC(C)O (isopropyl alcohol), CC(C)O (isopropylalcohol). Reactants: COc1cc(C=O)ccc1[Cl], CC1=CN=C(C=C1)N, [C-]#[N+]C1CCCCC1. The reactants are sulfonic acid, C(CC#CCC#CCO)O (3,6-octadiyne-1,8-diol), diols, C(C#CC#CCO)O (2,4-hexadiyn-1,6-diol), diols, isocyanates, CN=C=O (methylisocyanate). The product is CNC(=O)OCC.CNC(=O)OCC.C(C#CC#CCO)O (2,4-hexadiyn-1,6-diol bis(methylurethane)), CNC(=O)OCC.CNC(=O)OCC.C(CC#CC#CCCO)O (3,5-octadiyn-1,8-diol bis(methylurethane)). As a reaction SMILES: [CH3:1][N:2]=[C:3]=[O:4].[CH2:5]([OH:12])[C:6]#[C:7][C:8]#[C:9][CH2:10][OH:11].[CH2:13]([OH:22])[CH2:14][C:15]#[C:16][CH2:17][C:18]#[C:19][CH2:20][OH:21]>>[CH3:1][NH:2][C:3]([O:11][CH2:10][CH3:9])=[O:4].[CH3:1][NH:2][C:3]([O:21][CH2:20][CH3:19])=[O:4].[CH2:5]([OH:12])[C:6]#[C:7][C:8]#[C:9][CH2:10][OH:11].[CH3:1][NH:2][C:3]([O:11][CH2:10][CH3:9])=[O:4].[CH3:1][NH:2][C:3]([O:11][CH2:10][CH3:9])=[O:4].[CH2:13]([OH:22])[CH2:14][C:15]#[C:16][C:17]#[C:18][CH2:19][CH2:20][OH:21] |f:3.4.5,6.7.8|. Procedure details: The limitation in this process is that the total number of diols and isocyanates or diols and organic sulfonic acid agents is at least three, thereby resulting in a co-crystallized composition directly recoverable from the reaction mixture. For example, methylisocyanate can be reacted with a mixture of 2,4-hexadiyn-1,6-diol and 3,6-octadiyne-1,8-diol to yield a co-crystallized composition of (1) 2,4-hexadiyn-1,6-diol bis(methylurethane) and (2) 3,5-octadiyn-1,8-diol bis(methylurethane). Similarl... Reactants: C(C1=CC=CC=C1)OC1=C(C=C(C=C1F)CC(C(=O)[O-])C)F (3-(4-(benzyloxy)-3,5-difluorophenyl)-2-methylpropanoate), CO (methanol), [OH-].[Li+] (lithium hydroxide). Procedure: To a mixture of 3-(4-(benzyloxy)-3,5-difluorophenyl)-2-methylpropanoate (752) (1.09 g, 3.26 mmol) in tetrahydrofuran (10 mL), water (10 mL), and methanol (20 mL) was added lithium hydroxide (547 mg, 13.04 mmol) and the solution was stirred overnight at 80° C. The reaction was concentrated, acidified with 1N hydrochloric acid, and extracted with ethyl acetate. The organic layer was dried over sodium sulfate, filtered, and concentrated in vacuo to yield 3-(4-(benzyloxy)-3,5-difluorophenyl)-2-methy... As a reaction SMILES: [CH2:1]([O:8][C:9]1[C:14]([F:15])=[CH:13][C:12]([CH2:16][CH:17]([CH3:21])[C:18]([O-:20])=[O:19])=[CH:11][C:10]=1[F:22])[C:2]1[CH:7]=[CH:6][CH:5]=[CH:4][CH:3]=1.CO.[OH-].[Li+]>O1CCCC1.O>[CH2:1]([O:8][C:9]1[C:10]([F:22])=[CH:11][C:12]([CH2:16][CH:17]([CH3:21])[C:18]([OH:20])=[O:19])=[CH:13][C:14]=1[F:15])[C:2]1[CH:3]=[CH:4][CH:5]=[CH:6][CH:7]=1 |f:2.3|. Yields the product C(C1=CC=CC=C1)OC1=C(C=C(C=C1F)CC(C(=O)O)C)F (3-(4-(benzyloxy)-3,5-difluorophenyl)-2-methylpropanoic acid). Conditions: temperature 80 celsius, time 8 hour. Solvent: O1CCCC1 (tetrahydrofuran), O (water).